Dataset: the Open Reaction Database (ORD), a public repository of structured organic reaction records. Task: describe an organic reaction: reactants, conditions, products, and yield The reactants are COC(=O)Cc1ccc(C#Cc2cc(CN(C)C3CC3)c3c(c2)C(C)(C)CC(C)(C)O3)cc1, CO, [Na+], C1CCOC1, [OH-]. Product: CN(Cc1cc(C#Cc2ccc(CC(=O)O)cc2)cc2c1OC(C)(C)CC2(C)C)C1CC1. As a reaction SMILES: [CH3:1][O:2][C:3]([CH2:4][c:5]1[cH:6][cH:7][c:8]([C:11]#[C:12][c:13]2[cH:14][c:15]3[c:20]([c:21]([CH2:23][N:24]([CH3:25])[CH:26]4[CH2:27][CH2:28]4)[cH:22]2)[O:19][C:18]([CH3:29])([CH3:30])[CH2:17][C:16]3([CH3:31])[CH3:32])[cH:9][cH:10]1)=[O:33].[CH3:36][OH:37].[Na+:35].[O:38]1[CH2:39][CH2:40][CH2:41][CH2:42]1.[OH-:34]>>[O:2]=[C:3]([CH2:4][c:5]1[cH:6][cH:7][c:8]([C:11]#[C:12][c:13]2[cH:14][c:15]3[c:20]([c:21]([CH2:23][N:24]([CH3:25])[CH:26]4[CH2:27][CH2:28]4)[cH:22]2)[O:19][C:18]([CH3:29])([CH3:30])[CH2:17][C:16]3([CH3:31])[CH3:32])[cH:9][cH:10]1)[OH:33]. The reactants are O=C([O-])[O-], COc1cc2c(Cl)ncnc2cc1OCCCN1CCOCC1, [K+], [K+], [Na+], CN(C)C=O, [OH-], Oc1cccc2ncccc12. Product: COc1cc2c(Oc3cccc4ncccc34)ncnc2cc1OCCCN1CCOCC1. RXN SMILES: [C:24](=[O:25])([O-:26])[O-:27].[Cl:1][c:2]1[n:3][cH:4][n:5][c:6]2[cH:7][c:8]([O:14][CH2:15][CH2:16][CH2:17][N:18]3[CH2:19][CH2:20][O:21][CH2:22][CH2:23]3)[c:9]([O:12][CH3:13])[cH:10][c:11]12.[K+:28].[K+:29].[Na+:42].[O:43]=[CH:44][N:45]([CH3:46])[CH3:47].[OH-:41].[OH:30][c:31]1[c:32]2[cH:33][cH:34][cH:35][n:36][c:37]2[cH:38][cH:39][cH:40]1>>[c:2]1([O:30][c:31]2[c:32]3[cH:33][cH:34][cH:35][n:36][c:37]3[cH:38][cH:39][cH:40]2)[n:3][cH:4][n:5][c:6]2[cH:7][c:8]([O:14][CH2:15][CH2:16][CH2:17][N:18]3[CH2:19][CH2:20][O:21][CH2:22][CH2:23]3)[c:9]([O:12][CH3:13])[cH:10][c:11]12. Starting materials: C1(CCCCC1)SCCN[C@@H](C)C(=O)O (N-[2-(cyclohexylthio)ethyl] alanine), C(C)(=O)O (acetic acid), N(=O)[O-].[Na+] (sodium nitrite). The solvent is O (water). Reaction conditions: time 2 hour. Yields the product C1(CCCCC1)SCCN([C@@H](C)C(=O)O)N=O (N-[2-(cyclohexylthio)ethyl] -N-nitrosoalanine). RXN SMILES: [CH:1]1([S:7][CH2:8][CH2:9][NH:10][C@H:11]([C:13]([OH:15])=[O:14])[CH3:12])[CH2:6][CH2:5][CH2:4][CH2:3][CH2:2]1.C(O)(=O)C.[N:20]([O-])=[O:21].[Na+]>O>[CH:1]1([S:7][CH2:8][CH2:9][N:10]([N:20]=[O:21])[C@H:11]([C:13]([OH:15])=[O:14])[CH3:12])[CH2:2][CH2:3][CH2:4][CH2:5][CH2:6]1 |f:2.3|. Reported procedure: The N-[2-(cyclohexylthio)ethyl]alanine prepared in Example 2 is suspended in 210 parts of acetic acid and that mixture is treated, over a period of 20 minutes, with a solution containing 7 parts of sodium nitrite and 70 parts of water. The resulting mixture is stirred for 11/2 hours, then filtered. The filtrate is added to 2000 parts of water and extracted with methylene chloride. The organic phase is separated, washed with water, dried over anhydrous sodium sulfate, filtered and then evaporated... Reactants: [Li]CCCC, CCCCCC, N, C1CCOC1, COC(=O)C(CC1CC2CCN1CC2)(c1ccccc1)c1ccccc1. Yields the product NC(=O)C(CC1CC2CCN1CC2)(c1ccccc1)c1ccccc1. As a reaction SMILES: [CH2:7]([Li:8])[CH2:9][CH2:10][CH3:11].[CH3:38][CH2:39][CH2:40][CH2:41][CH2:42][CH3:43].[NH3:1].[O:2]1[CH2:3][CH2:4][CH2:5][CH2:6]1.[c:12]1([C:18]([C:19]([O:21][CH3:20])=[O:22])([CH2:23][CH:24]2[N:25]3[CH2:26][CH2:27][CH:28]([CH2:29]2)[CH2:30][CH2:31]3)[c:32]2[cH:33][cH:34][cH:35][cH:36][cH:37]2)[cH:13][cH:14][cH:15][cH:16][cH:17]1>>[NH2:1][C:19]([C:18]([c:12]1[cH:13][cH:14][cH:15][cH:16][cH:17]1)([CH2:23][CH:24]1[N:25]2[CH2:26][CH2:27][CH:28]([CH2:29]1)[CH2:30][CH2:31]2)[c:32]1[cH:33][cH:34][cH:35][cH:36][cH:37]1)=[O:21]. Reactants: FC1=C(CN2N=CC=3C(=CC=CC23)N)C=CC(=C1)F (1-(2,4-difluorobenzyl)-1H-indazol-4-amine), N=1C=C(N2C1C=CC=C2)C(=O)O (imidazo[1,2-a]pyridine-3-carboxylic acid), N1=C(C=CC=C1)CN1N=CC=2C(=CC=CC12)N (1-(pyridin-2-ylmethyl)-1H-indazol-4-amine). The product is N1=C(C=CC=C1)CN1N=CC2=C(C=CC=C12)NC(=O)C1=CN=C2N1C=CC=C2 (N-(1-(pyridin-2-ylmethyl)-1H-indazol-4-yl)imidazo[1,2-a]pyridine-3-carboxamide). RXN SMILES: FC1C=C(F)C=CC=1CN1C2C=CC=C(N)C=2C=N1.[N:20]1[CH:21]=[C:22]([C:29]([OH:31])=O)[N:23]2[CH:28]=[CH:27][CH:26]=[CH:25][C:24]=12.[N:32]1[CH:37]=[CH:36][CH:35]=[CH:34][C:33]=1[CH2:38][N:39]1[C:47]2[CH:46]=[CH:45][CH:44]=[C:43]([NH2:48])[C:42]=2[CH:41]=[N:40]1>>[N:32]1[CH:37]=[CH:36][CH:35]=[CH:34][C:33]=1[CH2:38][N:39]1[C:47]2[C:42](=[C:43]([NH:48][C:29]([C:22]3[N:23]4[CH:28]=[CH:27][CH:26]=[CH:25][C:24]4=[N:20][CH:21]=3)=[O:31])[CH:44]=[CH:45][CH:46]=2)[CH:41]=[N:40]1. Procedure: Prepared according to the method of Example 109, replacing 7-(2-methoxyethoxy)imidazo[1,2-a]pyridine-3-carboxylic acid and 1-(2,4-difluorobenzyl)-1H-indazol-4-amine with imidazo[1,2-a]pyridine-3-carboxylic acid and 1-(pyridin-2-ylmethyl)-1H-indazol-4-amine, respectively. MS (APCI) m/z=369 (M+H). Run at time 2 hour. Reaction SMILES: [CH2:1]([O:3][C:4](=[O:48])[CH2:5][NH:6][C:7]([C:9]1[C:14]([O:15]CC2C=CC=CC=2)=[C:13]([CH3:23])[N:12]=[C:11]([CH2:24][CH:25]2[CH2:30][CH2:29][N:28]([C:31]3[CH:36]=[CH:35][C:34]([C:37]4[CH:42]=[CH:41][C:40]([CH2:43][OH:44])=[C:39]([C:45]([CH3:47])=[CH2:46])[CH:38]=4)=[CH:33][CH:32]=3)[CH2:27][CH2:26]2)[N:10]=1)=[O:8])[CH3:2]>CO>[CH2:1]([O:3][C:4](=[O:48])[CH2:5][NH:6][C:7]([C:9]1[C:14]([OH:15])=[C:13]([CH3:23])[N:12]=[C:11]([CH2:24][CH:25]2[CH2:26][CH2:27][N:28]([C:31]3[CH:32]=[CH:33][C:34]([C:37]4[CH:42]=[CH:41][C:40]([CH2:43][OH:44])=[C:39]([CH:45]([CH3:47])[CH3:46])[CH:38]=4)=[CH:35][CH:36]=3)[CH2:29][CH2:30]2)[N:10]=1)=[O:8])[CH3:2]. Isolated yield 60.0%. Reactants: C(C)OC(CNC(=O)C1=NC(=NC(=C1OCC1=CC=CC=C1)C)CC1CCN(CC1)C1=CC=C(C=C1)C1=CC(=C(C=C1)CO)C(=C)C)=O (Ethyl({[5-(benzyloxy)-2-{(1-[4′-(hydroxymethyl)-3′-isopropenylbiphenyl-4-yl]piperidin-4-yl}methyl)-6-methylpyrimidin-4-yl]carbonyl}amino)acetate). Product: C(C)OC(CNC(=O)C1=NC(=NC(=C1O)C)CC1CCN(CC1)C1=CC=C(C=C1)C1=CC(=C(C=C1)CO)C(C)C)=O (Ethyl({[5-hydroxy-2-{(1-[4′-(hydroxymethyl)-3′-isopropylbiphenyl-4-yl]piperidin-4-yl}methyl)-6-methylpyrimidin-4-yl]carbonyl}amino)acetate), solid. The solvent is CO (methanol). Procedure: Ethyl({[5-(benzyloxy)-2-{(1-[4′-(hydroxymethyl)-3′-isopropenylbiphenyl-4-yl]piperidin-4-yl}methyl)-6-methylpyrimidin-4-yl]carbonyl}amino)acetate (0.094 g, 0.14 mmol) was dissolved in methanol (3 mL), and a palladium-activated carbon ethylenediamine complex (0.090 g) was added, followed by stirring at room temperature for 2 hours under a hydrogen atmosphere. The reaction solution was filtered with celite, the filtrate was concentrated under reduced pressure, and subsequently the resulting residue... Starting materials: [BH4-].[Li+] (lithium borohydride), COC(C(CC(=O)OC)CN1C2=NC(=NC(=C2N=C1)Cl)N)=O ((-)-dimethyl-2-(2-amino-6-chloropurin-9-ylmethyl)succinate), O (water). Solvent: C(C)(C)(C)O (tert. butanol). Reaction conditions: time 1 hour. The product is NC1=NC(=C2N=CN(C2=N1)CC(CO)CCO)Cl ((-)-2-(2-amino-6-chloropurin-9-ylmethyl)-1,4-butanediol). Yield: 100.0%. RXN SMILES: C[O:2][C:3](=O)[CH:4]([CH2:10][N:11]1[CH:19]=[N:18][C:17]2[C:12]1=[N:13][C:14]([NH2:21])=[N:15][C:16]=2[Cl:20])[CH2:5][C:6](OC)=[O:7].[BH4-].[Li+].O>C(O)(C)(C)C>[NH2:21][C:14]1[N:13]=[C:12]2[C:17]([N:18]=[CH:19][N:11]2[CH2:10][CH:4]([CH2:5][CH2:6][OH:7])[CH2:3][OH:2])=[C:16]([Cl:20])[N:15]=1 |f:1.2|. Procedure details: To a solution of (-)-dimethyl-2-(2-amino-6-chloropurin-9-ylmethyl)succinate (enantiomeric excess 85%; 19.9 mg, 0.0607 mmol), dissolved in tert. butanol (2.0 ml) at 40° C., was added lithium borohydride (30 mg, 1.38 mmol) in portions with stirring After 1 h at ambient temperature, water (0.3 ml) was added slowly and stirring continued over night. Inorganic salts were filtered, washed carefully with tert. butanol and the solution was evaporated to dryness. Preparative thin-layer chromatography (PS... Starting materials: O=C([O-])O, CSc1ccc(-c2nc(-c3cccc(C)c3)c(-c3ccnc(C)c3)s2)cc1, CC(=O)O, [K+], [K+], [Na+], O, O=S(=O)([O-])OOS(=O)(=O)[O-]. The product is Cc1cccc(-c2nc(-c3ccc(S(C)=O)cc3)sc2-c2ccnc(C)c2)c1. As a reaction SMILES: [C:40](=[O:41])([O-:42])[OH:43].[CH3:1][c:2]1[cH:3][c:4](-[c:8]2[n:9][c:10](-[c:20]3[cH:21][cH:22][c:23]([S:26][CH3:27])[cH:24][cH:25]3)[s:11][c:12]2-[c:13]2[cH:14][c:15]([CH3:19])[n:16][cH:17][cH:18]2)[cH:5][cH:6][cH:7]1.[CH3:45][C:46](=[O:47])[OH:48].[K+:38].[K+:39].[Na+:44].[OH2:49].[S:28](=[O:29])([O:30][O:31][S:32]([O-:33])(=[O:34])=[O:35])([O-:36])=[O:37]>>[CH3:1][c:2]1[cH:3][c:4](-[c:8]2[n:9][c:10](-[c:20]3[cH:21][cH:22][c:23]([S:26]([CH3:27])=[O:29])[cH:24][cH:25]3)[s:11][c:12]2-[c:13]2[cH:14][c:15]([CH3:19])[n:16][cH:17][cH:18]2)[cH:5][cH:6][cH:7]1. The reactants are NC1=NC=NC=C1 (4-Aminopyrimidine), C1CN2CCN1CC2 (DABCO), ClC=1C=C(C=CC1F)S(=O)(=O)Cl (3-chloro-4-fluorobenzenesulfonyl chloride). Solvent: C(C)#N (acetonitrile). Conditions: time 16 hour. Product: ClC=1C=C(C=CC1F)S(=O)(=O)NC1=NC=NC=C1 (3-Chloro-4-fluoro-N-pyrimidin-4-ylbenzenesulfonamide). Yield: 27.0%. As a reaction SMILES: [NH2:1][C:2]1[CH:7]=[CH:6][N:5]=[CH:4][N:3]=1.C1N2CCN(CC2)C1.[Cl:16][C:17]1[CH:18]=[C:19]([S:24](Cl)(=[O:26])=[O:25])[CH:20]=[CH:21][C:22]=1[F:23]>C(#N)C>[Cl:16][C:17]1[CH:18]=[C:19]([S:24]([NH:1][C:2]2[CH:7]=[CH:6][N:5]=[CH:4][N:3]=2)(=[O:25])=[O:26])[CH:20]=[CH:21][C:22]=1[F:23]. Reported procedure: 4-Aminopyrimidine (1.0 g, 10.5 mmol) and DABCO™ (1.18 g, 10.5 mmol) were added concurrently to a solution of 3-chloro-4-fluorobenzenesulfonyl chloride (1.25 mL, 10.0 mmol) in anhydrous acetonitrile (49 mL). The reaction mixture immediately turned yellow and a precipitate was formed. After stirring for 16 hours, the mixture was concentrated in vacuo. The crude material was suspended in ethyl acetate (75 mL) and water (75 mL) and stirred for 15 minutes. The resulting solid was filtered and dried i...